describe an organic reaction: reactants, conditions, products, and yield From a dataset of the Open Reaction Database (ORD), a public repository of structured organic reaction records. Starting materials: CC(C)([O-])C.[K+] (potassium tert-butoxide), C1(CCCC1)C(=O)OC (methyl cyclopentanecarboxylate), FC(C1=CC=C(C=C1)C(C)=O)(F)F (p-trifluoromethylacetophenone). Solvent: O1CCCC1 (tetrahydrofuran). Procedure details: 1.97 kg of potassium tert-butoxide, 2.26 kg of methyl cyclopentanecarboxylate, 1.66 kg of p-trifluoromethylacetophenone and 36 g of 18-crown-6 ether were refluxed in 18 litres of tetrahydrofuran for 4 hours. Quenching of the reaction was carried out using 16 litres of 10% strength hydrochloric acid at room temperature. The aqueous phase was extracted with ethyl acetate and the combined organic phases were washed with saturated sodium chloride solution. After distilling off the solvent, the resid... Product: C1(CCCC1)C(CC(=O)C1=CC=C(C=C1)C(F)(F)F)=O (1-cyclopentyl-3-(4-trifluoromethylphenyl)propane-1,3-dione). Reaction SMILES: CC(C)([O-])C.[K+].[CH:7]1([C:12]([O:14]C)=O)[CH2:11][CH2:10][CH2:9][CH2:8]1.[F:16][C:17]([F:28])([F:27])[C:18]1[CH:23]=[CH:22][C:21]([C:24](=[O:26])[CH3:25])=[CH:20][CH:19]=1>O1CCCC1.C1OCCOCCOCCOCCOCCOC1>[CH:7]1([C:12](=[O:14])[CH2:25][C:24]([C:21]2[CH:22]=[CH:23][C:18]([C:17]([F:16])([F:27])[F:28])=[CH:19][CH:20]=2)=[O:26])[CH2:8][CH2:9][CH2:10][CH2:11]1 |f:0.1|. Reagents/catalysts: C1COCCOCCOCCOCCOCCO1 (18-crown-6 ether). Yield: 66.3%. Starting materials: CCCNCCCO, ClC(Cl)Cl, O=S(Cl)Cl. Yields the product CCCNCCCCl, Cl. As a reaction SMILES: [CH2:1]([CH2:2][CH3:3])[NH:4][CH2:5][CH2:6][CH2:7][OH:8].[CH:9]([Cl:10])([Cl:11])[Cl:12].[S:13]([Cl:14])([Cl:15])=[O:16]>>[CH2:1]([CH2:2][CH3:3])[NH:4][CH2:5][CH2:6][CH2:9][Cl:12].[ClH:10]. The reactants are O (Water), CN1N=CC=C1N(C(=O)OC(Cl)(Cl)Cl)C(=O)OCC(Cl)(Cl)Cl (trichloromethyl 2,2,2-trichloroethyl (1-methyl-1H-pyrazol-5-yl)imidodicarbonate), FC=1C=C(C=CC1)C=1N=C(SC1)N1CCNCC1 (4-[4-(3-fluorophenyl)-1,3-thiazol-2-yl]piperazine), C(C)(C)N(CC)C(C)C (diisopropylethylamine). The solvent is CS(=O)C (dimethyl sulfoxide). Conditions: temperature 70 celsius, time 16 hour. Product: FC=1C=C(C=CC1)C=1N=C(SC1)N1CCN(CC1)C(=O)NC1=CC=NN1C (4-[4-(3-Fluorophenyl)-1,3-thiazol-2-yl]-N-(1-methyl-1H-pyrazol-5-yl)piperazine-1-carboxamide). The yield is 58.6%. RXN SMILES: [CH3:1][N:2]1[C:6]([N:7]([C:15]([O:17]CC(Cl)(Cl)Cl)=O)C(OC(Cl)(Cl)Cl)=O)=[CH:5][CH:4]=[N:3]1.[F:23][C:24]1[CH:25]=[C:26]([C:30]2[N:31]=[C:32]([N:35]3[CH2:40][CH2:39][NH:38][CH2:37][CH2:36]3)[S:33][CH:34]=2)[CH:27]=[CH:28][CH:29]=1.C(N(C(C)C)CC)(C)C.O>CS(C)=O>[F:23][C:24]1[CH:25]=[C:26]([C:30]2[N:31]=[C:32]([N:35]3[CH2:36][CH2:37][N:38]([C:15]([NH:7][C:6]4[N:2]([CH3:1])[N:3]=[CH:4][CH:5]=4)=[O:17])[CH2:39][CH2:40]3)[S:33][CH:34]=2)[CH:27]=[CH:28][CH:29]=1. Procedure details: A mixture of trichloromethyl 2,2,2-trichloroethyl (1-methyl-1H-pyrazol-5-yl)imidodicarbonate (255 mg, 0.570 mmol), 4-[4-(3-fluorophenyl)-1,3-thiazol-2-yl]piperazine (300 mg, 1.14 mmol) and diisopropylethylamine (0.198 ml, 1.14 mmol) in dimethyl sulfoxide (3.8 ml) was stirred at 70° C. for 16 hours. Water was poured to the reaction mixture, and the mixture was extracted with ethyl acetate. The extract was washed with water, and dried over anhydrous magnesium sulfate, and the solvent was distilled... Reactants: 4-(N-dimethylamino) pyridine, CC1(C(C(CC(C1)=O)=O)C1=CC=CC=C1)C (5,5-dimethyl-4-phenyl cyclohexane-1,3-dione), CCCC(=O)Cl (n-butyryl chloride), C(CCC)(=O)OC1=CC(C(C(C1)(C)C)C1=CC=CC=C1)=O (1-butyryloxy-5,5-di-methyl-4-phenyl cyclohex-1-ene-3-one), C(CCC)(=O)OC1=CC(CC(C1C1=CC=CC=C1)(C)C)=O (1-butyryloxy-5,5-dimethyl-6-phenyl cyclohex-1-ene-3-one). The solvent is C1(=CC=CC=C1)C (Toluene), C(Cl)Cl (methylene chloride), C(C)N(CC)CC (Triethylamine). Conditions: time 2 hour. Product: C(CCC)(=O)C=1C(CC(C(C1O)C1=CC=CC=C1)(C)C)=O (2-butyryl-5,5-dimethyl-3-hydroxy-4-phenylcyclohex-2-ene-1-one). The yield is 42.1%. Reaction SMILES: [CH3:1][C:2]1([CH3:16])[CH2:7][C:6](=[O:8])[CH2:5][C:4](=[O:9])[CH:3]1[C:10]1[CH:15]=[CH:14][CH:13]=[CH:12][CH:11]=1.[CH3:17][CH2:18][CH2:19][C:20](Cl)=[O:21].C(OC1CC(C)(C)C(C2C=CC=CC=2)C(=O)C=1)(=O)CCC.C(OC1C(C2C=CC=CC=2)C(C)(C)CC(=O)C=1)(=O)CCC>C(Cl)Cl.C1(C)C=CC=CC=1.C(N(CC)CC)C>[C:20]([C:5]1[C:6](=[O:8])[CH2:7][C:2]([CH3:16])([CH3:1])[CH:3]([C:10]2[CH:15]=[CH:14][CH:13]=[CH:12][CH:11]=2)[C:4]=1[OH:9])(=[O:21])[CH2:19][CH2:18][CH3:17]. Reported procedure: Triethylamine (5.2 g) was added dropwise to a stirred solution of 5,5-dimethyl-4-phenyl cyclohexane-1,3-dione (10.8 g) and n-butyryl chloride (5.3 g) in methylene chloride (100 ml). After stirring at ambient temperature for a further 2 hours, the reaction solution was washed with water and brine and dried over anhydrous magnesium sulphate. The methylene chloride was removed in vacuo to give a mixture of 1-butyryloxy-5,5-di-methyl-4-phenyl cyclohex-1-ene-3-one and 1-butyryloxy-5,5-dimethyl-6-phen... Reactants: CI, CCO, O=[N+]([O-])c1cnc(Cl)c(Cl)c1, NC(N)=S, [Na+], [OH-]. The product is CSc1ncc([N+](=O)[O-])cc1Cl. RXN SMILES: [CH3:18][I:19].[CH3:20][CH2:21][OH:22].[Cl:1][c:2]1[n:3][cH:4][c:5]([N+:9](=[O:10])[O-:11])[cH:6][c:7]1[Cl:8].[NH2:12][C:13]([NH2:14])=[S:15].[Na+:17].[OH-:16]>>[c:2]1([S:15][CH3:13])[n:3][cH:4][c:5]([N+:9](=[O:10])[O-:11])[cH:6][c:7]1[Cl:8]. The reactants are C(C)(C)(C)OC(NC1(CCC1)C1=CC=C(C=C1)C=1N=C2N(C=CC(=C2)Br)C1C1=CC=CC=C1)=O ({1-[4-(7-bromo-3-phenyl-imidazo[1,2-a]pyridin-2-yl)-phenyl]-cyclobutyl}-carbamic acid tert-butyl ester), C([O-])([O-])=O.[Cs+].[Cs+] (cesium carbonate), CNC(=O)N (methylurea). Reagents/catalysts: C=1C=CC(=CC1)/C=C/C(=O)/C=C/C2=CC=CC=C2.C=1C=CC(=CC1)/C=C/C(=O)/C=C/C2=CC=CC=C2.C=1C=CC(=CC1)/C=C/C(=O)/C=C/C2=CC=CC=C2.[Pd].[Pd] (Pd2 dba3), C1(=CC=CC=C1)P(C1=CC=CC=2C(C3=CC=CC(=C3OC12)P(C1=CC=CC=C1)C1=CC=CC=C1)(C)C)C1=CC=CC=C1 (4,5-bis(diphenylphosphino)-9,9-dimethylxanthene). Solvent: O1CCOCC1 (dioxane), CN(C)C=O (DMF). Reaction conditions: temperature 110 celsius. Product: C(C)(C)(C)OC(NC1(CCC1)C1=CC=C(C=C1)C=1N=C2N(C=CC(=C2)NC(=O)NC)C1C1=CC=CC=C1)=O ((1-{4-[7-(3-methyl-ureido)-3-phenyl-imidazo[1,2-a]pyridin-2-yl]-phenyl}-cyclobutyl)-carbamic acid tert-butyl ester). Yield: 101.3%. As a reaction SMILES: [C:1]([O:5][C:6](=[O:34])[NH:7][C:8]1([C:12]2[CH:17]=[CH:16][C:15]([C:18]3[N:19]=[C:20]4[CH:25]=[C:24](Br)[CH:23]=[CH:22][N:21]4[C:27]=3[C:28]3[CH:33]=[CH:32][CH:31]=[CH:30][CH:29]=3)=[CH:14][CH:13]=2)[CH2:11][CH2:10][CH2:9]1)([CH3:4])([CH3:3])[CH3:2].C(=O)([O-])[O-].[Cs+].[Cs+].[CH3:41][NH:42][C:43]([NH2:45])=[O:44]>O1CCOCC1.CN(C=O)C.C1C=CC(/C=C/C(/C=C/C2C=CC=CC=2)=O)=CC=1.C1C=CC(/C=C/C(/C=C/C2C=CC=CC=2)=O)=CC=1.C1C=CC(/C=C/C(/C=C/C2C=CC=CC=2)=O)=CC=1.[Pd].[Pd].C1(P(C2C=CC=CC=2)C2C3OC4C(=CC=CC=4P(C4C=CC=CC=4)C4C=CC=CC=4)C(C)(C)C=3C=CC=2)C=CC=CC=1>[C:1]([O:5][C:6](=[O:34])[NH:7][C:8]1([C:12]2[CH:17]=[CH:16][C:15]([C:18]3[N:19]=[C:20]4[CH:25]=[C:24]([NH:45][C:43]([NH:42][CH3:41])=[O:44])[CH:23]=[CH:22][N:21]4[C:27]=3[C:28]3[CH:33]=[CH:32][CH:31]=[CH:30][CH:29]=3)=[CH:14][CH:13]=2)[CH2:11][CH2:10][CH2:9]1)([CH3:4])([CH3:3])[CH3:2] |f:1.2.3,7.8.9.10.11|. Reported procedure: A mixture of {1-[4-(7-bromo-3-phenyl-imidazo[1,2-a]pyridin-2-yl)-phenyl]-cyclobutyl}-carbamic acid tert-butyl ester (100 mg, 0.193 mmol), Pd2 dba3 (3.6 mg, 0.004 mmol), 4,5-bis(diphenylphosphino)-9,9-dimethylxanthene (7 mg, 0.012 mmol), cesium carbonate (75 mg, 0.231 mmol) and methylurea (74 mg, 1.0 mmol) in dioxane (2.3 mL) and DMF (0.8 mL) was degassed, placed under an argon atmosphere and heated at 110° C. for 5 hours. On cooling, the reaction was partitioned between aqueous sodium hydrogen c... Reactants: FC(C(=O)OC(C)(C)C)(C=1C=C2C=C(C=NC2=CC1)OC)F (tert-butyl 2,2-difluoro-2-(3-methoxyquinolin-6-yl)acetate), FC(C(=O)O)(F)F (trifluoroacetic acid), C(C)[SiH](CC)CC (triethylsilane). Run in C(Cl)Cl (CH2Cl2). Run at time 40 hour. Yields the product FC(C(=O)O)(C=1C=C2C=C(C=NC2=CC1)OC)F (2,2-difluoro-2-(3-methoxyquinolin-6-yl)acetic acid). The yield is 101.2%. As a reaction SMILES: [F:1][C:2]([F:22])([C:10]1[CH:11]=[C:12]2[C:17](=[CH:18][CH:19]=1)[N:16]=[CH:15][C:14]([O:20][CH3:21])=[CH:13]2)[C:3]([O:5]C(C)(C)C)=[O:4].FC(F)(F)C(O)=O.C([SiH](CC)CC)C>C(Cl)Cl>[F:22][C:2]([F:1])([C:10]1[CH:11]=[C:12]2[C:17](=[CH:18][CH:19]=1)[N:16]=[CH:15][C:14]([O:20][CH3:21])=[CH:13]2)[C:3]([OH:5])=[O:4]. Reported procedure: A 200 mL round bottom flask was charged with tert-butyl 2,2-difluoro-2-(3-methoxyquinolin-6-yl)acetate (5.06 g, 16 mmol) then CH2Cl2, then trifluoroacetic acid (16 ml, 213 mmol) followed by triethylsilane (6.5 ml, 41 mmol). The solution was maintained at rt for 24 h until LCMS showed disappearance of starting material. The solution was concentrated and was subjected to high vacuum for 40 h to give 4.1 g (99% yield) of 2,2-difluoro-2-(3-methoxyquinolin-6-yl)acetic acid as a brown solid. The mater...